This data is from the Open Reaction Database (ORD), a public repository of structured organic reaction records. The task is: describe an organic reaction: reactants, conditions, products, and yield Starting materials: [Si](C)(C)(C(C)(C)C)OC1=CC=C2C(C(COC2=C1)C1=CC=C(C=C1)O[Si](C)(C)C(C)(C)C)(O)C1=CC=C(C=C1)OC (7(tert-Butyldimethylsilyloxy)-3-(4-(tert-butyldimethylsilyloxy)phenyl)-4-(4-methoxyphenyl)chroman-4-ol), CC=1C=CC(=CC1)S(=O)(=O)O (pTsOH), C(C)O (ethanol). Solvent: CO (methanol). Run at time 8 hour. The product is OC1=CC=C(C=C1)C=1COC2=CC(=CC=C2C1C1=CC=C(C=C1)OC)O (3-(4Hydroxyphenyl)-4-(4-methoxyphenyl)2H-chromen-7-ol). Reaction SMILES: [Si]([O:8][C:9]1[CH:18]=[C:17]2[C:12]([C:13]([C:34]3[CH:39]=[CH:38][C:37]([O:40][CH3:41])=[CH:36][CH:35]=3)(O)[CH:14]([C:19]3[CH:24]=[CH:23][C:22]([O:25][Si](C(C)(C)C)(C)C)=[CH:21][CH:20]=3)[CH2:15][O:16]2)=[CH:11][CH:10]=1)(C(C)(C)C)(C)C.CC1C=CC(S(O)(=O)=O)=CC=1.C(O)C>CO>[OH:25][C:22]1[CH:21]=[CH:20][C:19]([C:14]2[CH2:15][O:16][C:17]3[C:12]([C:13]=2[C:34]2[CH:39]=[CH:38][C:37]([O:40][CH3:41])=[CH:36][CH:35]=2)=[CH:11][CH:10]=[C:9]([OH:8])[CH:18]=3)=[CH:24][CH:23]=1. Reported procedure: 7(tert-Butyldimethylsilyloxy)-3-(4-(tert-butyldimethylsilyloxy)phenyl)-4-(4-methoxyphenyl)chroman-4-ol (42 g), pTsOH (435 g), boiling chips and 2.5 L of ethanol were combined in a 2-neck 5 L round bottom flask with condenser attached. The reaction was heated at reflux for 3 hours. The solvent was concentrated in vacuo to ˜100 ml before being poured into chilled, stirred water (700 ml). The mixture was then extracted with ethyl acetate, the combined organic layers washed with water (3×2 L), brine...